The task is: describe an organic reaction: reactants, conditions, products, and yield. This data is from the Open Reaction Database (ORD), a public repository of structured organic reaction records. Reactants: CCOC(C)=O, Cl, COc1ccc(Cl)cc1-n1c(-c2cc(C(F)(F)F)cc(C(F)(F)F)c2)n[nH]c1=O, O, c1ccncc1. The product is O=c1[nH]nc(-c2cc(C(F)(F)F)cc(C(F)(F)F)c2)n1-c1cc(Cl)ccc1O. As a reaction SMILES: [CH3:37][CH2:38][O:39][C:40](=[O:41])[CH3:42].[ClH:30].[F:1][C:2]([c:3]1[cH:4][c:5](-[c:13]2[n:14](-[c:19]3[c:20]([O:26][CH3:27])[cH:21][cH:22][c:23]([Cl:25])[cH:24]3)[c:15](=[O:18])[nH:16][n:17]2)[cH:6][c:7]([C:9]([F:10])([F:11])[F:12])[cH:8]1)([F:28])[F:29].[OH2:43].[n:31]1[cH:32][cH:33][cH:34][cH:35][cH:36]1>>[F:1][C:2]([c:3]1[cH:4][c:5](-[c:13]2[n:14](-[c:19]3[c:20]([OH:26])[cH:21][cH:22][c:23]([Cl:25])[cH:24]3)[c:15](=[O:18])[nH:16][n:17]2)[cH:6][c:7]([C:9]([F:10])([F:11])[F:12])[cH:8]1)([F:28])[F:29]. Reactants: [BH4-], C1CCOC1, COC(=O)CNC(=C=S)CN(C)C(=O)OC(C)(C)C, CO, [Na+]. The product is COC(=O)CNCCN(C)C(=O)OC(C)(C)C. RXN SMILES: [BH4-:20].[CH2:22]1[O:23][CH2:24][CH2:25][CH2:26]1.[CH3:1][O:2][C:3]([CH2:4][NH:5][C:6]([CH2:7][N:8]([CH3:9])[C:10](=[O:11])[O:12][C:13]([CH3:14])([CH3:15])[CH3:16])=[C:17]=[S:18])=[O:19].[CH3:27][OH:28].[Na+:21]>>[CH3:1][O:2][C:3]([CH2:4][NH:5][CH2:6][CH2:7][N:8]([CH3:9])[C:10](=[O:11])[O:12][C:13]([CH3:14])([CH3:15])[CH3:16])=[O:19].